From a dataset of the Open Reaction Database (ORD), a public repository of structured organic reaction records. describe an organic reaction: reactants, conditions, products, and yield Reactants: FC=1C=C(C(C(=O)O)=CC1F)C(=O)O (4,5-difluorophthalic acid), cupric oxide, CCCCCCCCCCCCC (n-tridecane). Run in CN1C(CCC1)=O (N-methyl-2-pyrrolidone). Run at temperature 190 celsius. Product: FC=1C=C(C(=O)O)C=CC1F (3,4-difluorobenzoic acid). Isolated yield 87.0%. RXN SMILES: [F:1][C:2]1[CH:3]=[C:4]([C:12]([OH:14])=[O:13])[C:5](=[CH:9][C:10]=1[F:11])C(O)=O.CCCCCCCCCCCCC>CN1CCCC1=O>[F:1][C:2]1[CH:3]=[C:4]([CH:5]=[CH:9][C:10]=1[F:11])[C:12]([OH:14])=[O:13]. Reported procedure: 4,5-difluorophthalic acid (0.55 grams, 2.7 mmole) was added to a slurry of cupric oxide (10% by weight of starting material) in 5 ml. of N-methyl-2-pyrrolidone solvent. n-tridecane (0.25 grams) was added as an internal standard. The mixture was heated to 190° C. for 3 hours, at which time GC analysis indicated complete consumption of the starting material and conversion to 3,4-difluorobenzoic acid in an 87% yield, based upon the internal standard, corrected for response factors. The reactants are C(=O)(C(F)(F)F)O (TFA), NC(=O)[C@@H]1N(CC[C@H](C1)OC=1C=C2C(=NC=NC2=CC1OC)NC1=C(C(=CC=C1)Cl)F)C(=O)OC(C)(C)C (tert-butyl (2R,4R)-2-(aminocarbonyl)-4-({4-[(3-chloro-2-fluorophenyl)amino]-7-methoxyquinazolin-6-yl}oxy)piperidine-1-carboxylate). The solvent is C(Cl)Cl (DCM). Run at time 1 hour. Product: ClC=1C(=C(C=CC1)NC1=NC=NC2=CC(=C(C=C12)O[C@H]1C[C@@H](NCC1)C(=O)N)OC)F ((2R,4R)-4-({4-[(3-chloro-2-fluorophenyl)amino]-7-methoxyquinazolin-6-yl}oxy)piperidine-2-carboxamide). Yield: 98.6%. Reaction SMILES: C(O)(C(F)(F)F)=O.[NH2:8][C:9]([C@H:11]1[CH2:16][C@H:15]([O:17][C:18]2[CH:19]=[C:20]3[C:25](=[CH:26][C:27]=2[O:28][CH3:29])[N:24]=[CH:23][N:22]=[C:21]3[NH:30][C:31]2[CH:36]=[CH:35][CH:34]=[C:33]([Cl:37])[C:32]=2[F:38])[CH2:14][CH2:13][N:12]1C(OC(C)(C)C)=O)=[O:10]>C(Cl)Cl>[Cl:37][C:33]1[C:32]([F:38])=[C:31]([NH:30][C:21]2[C:20]3[C:25](=[CH:26][C:27]([O:28][CH3:29])=[C:18]([O:17][C@@H:15]4[CH2:14][CH2:13][NH:12][C@@H:11]([C:9]([NH2:8])=[O:10])[CH2:16]4)[CH:19]=3)[N:24]=[CH:23][N:22]=2)[CH:36]=[CH:35][CH:34]=1. Procedure: TFA (2 ml) was added over a period of 5 minutes to a stirred solution of tert-butyl (2R,4R)-2-(aminocarbonyl)-4-({4-[(3-chloro-2-fluorophenyl)amino]-7-methoxyquinazolin-6-yl}oxy)piperidine-1-carboxylate (0.13 g, 0.232 mmol) in DCM (2 ml) at 0° C., was added. The reaction mixture was allowed to warm to room temperature and stirred for 1 hour after which time, the reaction was complete. The reaction mixture was concentrated to dryness, azeotroped twice with toluene and the residue was purified by ... Reactants: ClC=1C=CC(=C(C1)[N+](=O)[O-])F (5-Chloro-2-fluoro-nitrobenzene), NC1=C(SC=C1)C(=O)OC (methyl 3-amino-thiophene-2-carboxylate). Run in CCOC(=O)C.CCCCCC (EtOAc Hexane). The product is ClC1=CC(=C(NC2=C(SC=C2)C(=O)OC)C=C1)[N+](=O)[O-] (Methyl 3-(4-chloro-2-nitroanilino)-thiophene-2-carboxylate). RXN SMILES: [Cl:1][C:2]1[CH:3]=[CH:4][C:5](F)=[C:6]([N+:8]([O-:10])=[O:9])[CH:7]=1.[NH2:12][C:13]1[CH:17]=[CH:16][S:15][C:14]=1[C:18]([O:20][CH3:21])=[O:19]>CCOC(C)=O.CCCCCC>[Cl:1][C:2]1[CH:3]=[CH:4][C:5]([NH:12][C:13]2[CH:17]=[CH:16][S:15][C:14]=2[C:18]([O:20][CH3:21])=[O:19])=[C:6]([N+:8]([O-:10])=[O:9])[CH:7]=1 |f:2.3|. Reported procedure: 5-Chloro-2-fluoro-nitrobenzene and methyl 3-amino-thiophene-2-carboxylate, m.p. 207°-208° C. (EtOAc/Hexane). The reactants are O=C([O-])O, CC1(C)OCC(c2cnc(NC(=O)C(CC3CCCC3)N3Cc4c(cccc4C(F)(F)F)C3=O)cn2)O1, Cl, [Na+], C1CCOC1. The product is O=C(Nc1cnc(C(O)CO)cn1)C(CC1CCCC1)N1Cc2c(cccc2C(F)(F)F)C1=O. As a reaction SMILES: [C:39](=[O:40])([OH:41])[O-:42].[CH:1]1([CH2:6][CH:7]([C:8](=[O:9])[NH:10][c:11]2[n:12][cH:13][c:14]([CH:17]3[O:18][C:19]([CH3:22])([CH3:23])[O:20][CH2:21]3)[n:15][cH:16]2)[N:24]2[C:25](=[O:37])[c:26]3[cH:27][cH:28][cH:29][c:30]([C:33]([F:34])([F:35])[F:36])[c:31]3[CH2:32]2)[CH2:2][CH2:3][CH2:4][CH2:5]1.[ClH:38].[Na+:43].[O:44]1[CH2:45][CH2:46][CH2:47][CH2:48]1>>[CH:1]1([CH2:6][CH:7]([C:8](=[O:9])[NH:10][c:11]2[n:12][cH:13][c:14]([CH:17]([OH:18])[CH2:21][OH:20])[n:15][cH:16]2)[N:24]2[C:25](=[O:37])[c:26]3[cH:27][cH:28][cH:29][c:30]([C:33]([F:34])([F:35])[F:36])[c:31]3[CH2:32]2)[CH2:2][CH2:3][CH2:4][CH2:5]1. The product is FC1=C(C(=O)NC=2C=C3C(=NC2)NN=C3C)C(=CC=C1NS(=O)(=O)CCCF)F (2,6-difluoro-3-(3-fluoropropylsulfonamido)-N-(3-methyl-1H-pyrazolo[3,4-b]pyridin-5-yl)benzamide). Reaction SMILES: [CH3:1][C:2]1[C:10]2[C:5](=[N:6][CH:7]=[C:8]([NH2:11])[CH:9]=2)[NH:4][N:3]=1.[F:12][C:13]1[C:21]([NH:22][S:23]([CH2:26][CH2:27][CH2:28][F:29])(=[O:25])=[O:24])=[CH:20][CH:19]=[C:18]([F:30])[C:14]=1[C:15](O)=[O:16].CCN=C=NCCCN(C)C.C1C=CC2N(O)N=NC=2C=1>CN(C=O)C>[F:12][C:13]1[C:21]([NH:22][S:23]([CH2:26][CH2:27][CH2:28][F:29])(=[O:25])=[O:24])=[CH:20][CH:19]=[C:18]([F:30])[C:14]=1[C:15]([NH:11][C:8]1[CH:9]=[C:10]2[C:2]([CH3:1])=[N:3][NH:4][C:5]2=[N:6][CH:7]=1)=[O:16]. The solvent is CN(C)C=O (DMF). Reaction conditions: time 16 hour. Yield: 29.5%. Starting materials: CC1=NNC2=NC=C(C=C21)N (3-methyl-1H-pyrazolo[3,4-b]pyridin-5-amine), FC1=C(C(=O)O)C(=CC=C1NS(=O)(=O)CCCF)F (2,6-difluoro-3-(3-fluoropropylsulfonamido)benzoic acid), CCN=C=NCCCN(C)C (EDCI), C=1C=CC2=C(C1)N=NN2O (HOBt). Procedure details: 3-Methyl-1H-pyrazolo[3,4-b]pyridin-5-amine (0.100 g, 0.675 mmol, Example 4, Step B), 2,6-difluoro-3-(3-fluoropropylsulfonamido)benzoic acid (0.211 g, 0.709 mmol), EDCI (0.136 g, 0.709 mmol) and HOBt (0.091 g, 0.675 mmol) were dissolved in DMF (1.9 mL) and stirred at room temperature for 16 hours. The reaction mixture was purified by reverse phase HPLC to give 2,6-difluoro-3-(3-fluoropropylsulfonamido)-N-(3-methyl-1H-pyrazolo[3,4-b]pyridin-5-yl)benzamide (0.085 g, 29%) as a solid. 1H NMR (400 MHz... Reactants: COC(C=O)OC, CCOC(C)=O, ClCCl, NCCNC(=O)c1ccccc1O. Yields the product COC(CNCCNC(=O)c1ccccc1O)OC. Reaction SMILES: [CH3:14][O:15][CH:16]([CH:17]=[O:18])[O:19][CH3:20].[CH3:24][CH2:25][O:26][C:27]([CH3:28])=[O:29].[Cl:21][CH2:22][Cl:23].[NH2:1][CH2:2][CH2:3][NH:4][C:5]([c:6]1[c:7]([OH:12])[cH:8][cH:9][cH:10][cH:11]1)=[O:13]>>[NH:1]([CH2:2][CH2:3][NH:4][C:5]([c:6]1[c:7]([OH:12])[cH:8][cH:9][cH:10][cH:11]1)=[O:13])[CH2:17][CH:16]([O:15][CH3:14])[O:19][CH3:20]. Starting materials: COC(=O)NS([NH3+])(=O)=O, C1CCOC1, [OH-], O, NC(=O)c1ccccc1-n1cnnn1. Yields the product N#Cc1ccccc1-n1cnnn1. Reaction SMILES: [CH3:16][O:17][C:18]([NH:19][S:20]([NH3+:21])(=[O:22])=[O:23])=[O:24].[O:26]1[CH2:27][CH2:28][CH2:29][CH2:30]1.[OH-:15].[OH2:25].[n:1]1(-[c:6]2[c:7]([C:8](=[O:9])[NH2:10])[cH:11][cH:12][cH:13][cH:14]2)[n:2][n:3][n:4][cH:5]1>>[n:1]1(-[c:6]2[c:7]([C:8]#[N:10])[cH:11][cH:12][cH:13][cH:14]2)[n:2][n:3][n:4][cH:5]1. The reactants are BrC=1C=C(C=C(C1OC)Br)C(=O)N1C2=C(OCC1)N=CC(=C2)C2=CC(=CC=C2)CF ((3,5-dibromo-4-methoxy-phenyl)-[7-(3-fluoromethyl-phenyl)-2,3-dihydro-pyrido[2,3-b][1,4]oxazin-1-yl]-methanone), [Br-].[Li+] (lithium bromide), N1CCNCC1 (piperazine). Solvent: CN(C=O)C (N,N-dimethyl formamide). Product: BrC=1C=C(C=C(C1O)Br)C(=O)N1C2=C(OCC1)N=CC(=C2)C2=CC(=CC=C2)CF ((3,5-dibromo-4-hydroxy-phenyl)-[7-(3-fluoromethyl-phenyl)-2,3-dihydro-pyrido[2,3-b][1,4]oxazin-1-yl]-methanone). Reaction SMILES: [Br:1][C:2]1[CH:3]=[C:4]([C:11]([N:13]2[CH2:18][CH2:17][O:16][C:15]3[N:19]=[CH:20][C:21]([C:23]4[CH:28]=[CH:27][CH:26]=[C:25]([CH2:29][F:30])[CH:24]=4)=[CH:22][C:14]2=3)=[O:12])[CH:5]=[C:6]([Br:10])[C:7]=1[O:8]C.[Br-].[Li+].N1CCNCC1>CN(C)C=O>[Br:10][C:6]1[CH:5]=[C:4]([C:11]([N:13]2[CH2:18][CH2:17][O:16][C:15]3[N:19]=[CH:20][C:21]([C:23]4[CH:28]=[CH:27][CH:26]=[C:25]([CH2:29][F:30])[CH:24]=4)=[CH:22][C:14]2=3)=[O:12])[CH:3]=[C:2]([Br:1])[C:7]=1[OH:8] |f:1.2|. Reported procedure: By the same method as in the step d) of Example 45, (3,5-dibromo-4-methoxy-phenyl)-[7-(3-fluoromethyl-phenyl)-2,3-dihydro-pyrido[2,3-b][1,4]oxazin-1-yl]-methanone (162 mg, 0.31 mmol), lithium bromide (108 mg, 1.24 mmol) and piperazine (40 mg, 0.47 mmol) were dissolved in N,N-dimethyl formamide (3 ml) and reacted at 100□ to obtain the target compound 64, i.e., (3,5-dibromo-4-hydroxy-phenyl)-[7-(3-fluoromethyl-phenyl)-2,3-dihydro-pyrido[2,3-b][1,4]oxazin-1-yl]-methanone, as white solid (69.4 mg, 4...